From a dataset of the Open Reaction Database (ORD), a public repository of structured organic reaction records. describe an organic reaction: reactants, conditions, products, and yield The product is COC=1C=C(CN2C(=NC=C2)C=CC=2OC(=CC2)[N+](=O)[O-])C=CC1 (1-(3-Methoxybenzyl)-2-[2-(5-nitro-2-furyl)vinyl]imidazole). Starting materials: COC=1C=C(CCl)C=CC1 (3-methoxybenzyl chloride), [N+](=O)([O-])C1=CC=C(O1)C=CC=1NC=CN1 (2-[2-(5-nitro-2-furyl)vinyl]imidazole). Procedure details: Using the same general procedure of Example 1, the captioned compound was prepared using 3-methoxybenzyl chloride and 2-[2-(5-nitro-2-furyl)vinyl]imidazole. After recrystallization from ethanol water the product melted at 143°-145°. RXN SMILES: [CH3:1][O:2][C:3]1[CH:4]=[C:5]([CH:8]=[CH:9][CH:10]=1)[CH2:6]Cl.[N+:11]([C:14]1[O:18][C:17]([CH:19]=[CH:20][C:21]2[NH:22][CH:23]=[CH:24][N:25]=2)=[CH:16][CH:15]=1)([O-:13])=[O:12]>>[CH3:1][O:2][C:3]1[CH:4]=[C:5]([CH:8]=[CH:9][CH:10]=1)[CH2:6][N:25]1[CH:24]=[CH:23][N:22]=[C:21]1[CH:20]=[CH:19][C:17]1[O:18][C:14]([N+:11]([O-:13])=[O:12])=[CH:15][CH:16]=1.